This data is from the Open Reaction Database (ORD), a public repository of structured organic reaction records. The task is: describe an organic reaction: reactants, conditions, products, and yield Product: CS(=O)c1nccc(-c2cnc3c(C(C)(C)O)cccn23)n1. Reactants: CSc1nccc(-c2cnc3c(C(C)(C)O)cccn23)n1, ClCCl, O=C(OO)c1cccc(Cl)c1. RXN SMILES: [CH3:1][S:2][c:3]1[n:4][cH:5][cH:6][c:7](-[c:9]2[cH:10][n:11][c:12]3[n:13]2[cH:14][cH:15][cH:16][c:17]3[C:18]([CH3:19])([CH3:20])[OH:21])[n:8]1.[Cl:33][CH2:34][Cl:35].[OH:22][O:23][C:24]([c:25]1[cH:26][c:27]([Cl:28])[cH:29][cH:30][cH:31]1)=[O:32]>>[CH3:1][S:2]([c:3]1[n:4][cH:5][cH:6][c:7](-[c:9]2[cH:10][n:11][c:12]3[n:13]2[cH:14][cH:15][cH:16][c:17]3[C:18]([CH3:19])([CH3:20])[OH:21])[n:8]1)=[O:22]. Starting materials: C(C)(=O)OC(CCO)(C)C1=CC=C(C=C1)C1=C(C=C(C=C1)F)F (3-acetoxy-3 -(2',4'-difluoro-4-biphenylyl)butan-1-ol), [OH-].[K+] (KOH), CO (methanol), O (Water). Solvent: C(Cl)(Cl)Cl (chloroform). The product is FC1=C(C=CC(=C1)F)C1=CC=C(C=C1)C(CCO)(C)O (3-(2',4'-difluoro-4-biphenylyl)butane-1,3-diol). As a reaction SMILES: C([O:4][C:5]([C:10]1[CH:15]=[CH:14][C:13]([C:16]2[CH:21]=[CH:20][C:19]([F:22])=[CH:18][C:17]=2[F:23])=[CH:12][CH:11]=1)([CH3:9])[CH2:6][CH2:7][OH:8])(=O)C.[OH-].[K+].CO.O>C(Cl)(Cl)Cl>[F:23][C:17]1[CH:18]=[C:19]([F:22])[CH:20]=[CH:21][C:16]=1[C:13]1[CH:14]=[CH:15][C:10]([C:5]([OH:4])([CH3:9])[CH2:6][CH2:7][OH:8])=[CH:11][CH:12]=1 |f:1.2|. Procedure: 3.20 g. of 3-acetoxy-3 -(2',4'-difluoro-4-biphenylyl)butan-1-ol and 2 g. of KOH in 50 ml. of methanol are heated under reflux for 2 hours. Water and chloroform are added and the reaction mixture is worked up to give 3-(2',4'-difluoro-4-biphenylyl)butane-1,3-diol, m.p. 82°-84°. Starting materials: 1c, C(C)(C)(C)OC(=O)N1C[C@]2(CC3=C(C=C2CC1)N(N=C3)C3=CC=C(C=C3)F)COCC ((R)-4a-ethoxymethyl-1-(4-fluorophenyl)-1,4,4a,5,7,8-hexahydro-1,2,6-triazacyclopenta[b]naphthalene-6-carboxylic acid tert-butyl ester), ClC1=CC=C(C=N1)S(=O)(=O)Cl (6-chloropyridine-3-sulfonyl chloride). The product is ClC1=CC=C(C=N1)S(=O)(=O)N1C[C@]2(CC3=C(C=C2CC1)N(N=C3)C3=CC=C(C=C3)F)COCC ((R)-6-(6-Chloropyridine-3-sulfonyl)-4a-ethoxymethyl-1-(4-fluorophenyl)-4,4a,5,6,7,8-hexahydro-1H-1,2,6-triazacyclopenta[b]naphthalene). RXN SMILES: C(OC([N:8]1[CH2:17][CH2:16][C:15]2[C@:10]([CH2:28][O:29][CH2:30][CH3:31])([CH2:11][C:12]3[CH:20]=[N:19][N:18]([C:21]4[CH:26]=[CH:25][C:24]([F:27])=[CH:23][CH:22]=4)[C:13]=3[CH:14]=2)[CH2:9]1)=O)(C)(C)C.[Cl:32][C:33]1[N:38]=[CH:37][C:36]([S:39](Cl)(=[O:41])=[O:40])=[CH:35][CH:34]=1>>[Cl:32][C:33]1[N:38]=[CH:37][C:36]([S:39]([N:8]2[CH2:17][CH2:16][C:15]3[C@:10]([CH2:28][O:29][CH2:30][CH3:31])([CH2:11][C:12]4[CH:20]=[N:19][N:18]([C:21]5[CH:26]=[CH:25][C:24]([F:27])=[CH:23][CH:22]=5)[C:13]=4[CH:14]=3)[CH2:9]2)(=[O:41])=[O:40])=[CH:35][CH:34]=1. Procedure: The title compound was prepared by the method of Preparation 1c using (R)-4a-ethoxymethyl-1-(4-fluorophenyl)-1,4,4a,5,7,8-hexahydro-1,2,6-triazacyclopenta[b]naphthalene-6-carboxylic acid tert-butyl ester and 6-chloropyridine-3-sulfonyl chloride. LCMS (Method B): 503 (M+H)+, Retention time 4.1 minutes. The reactants are [Li]C(C)(C)C, C1CCOC1, CCCCC, Cc1ccc(S(=O)(=O)N2CC3(CI)CN(S(=O)(=O)c4ccc(C)cc4)CC3(CI)C2)cc1. Yields the product Cc1ccc(S(=O)(=O)N2CC34CCC3(C2)CN(S(=O)(=O)c2ccc(C)cc2)C4)cc1. Reaction SMILES: [C:1]([Li:2])([CH3:3])([CH3:4])[CH3:5].[CH2:43]1[O:44][CH2:45][CH2:46][CH2:47]1.[CH3:38][CH2:39][CH2:40][CH2:41][CH3:42].[I:6][CH2:7][C:8]12[C:9]([CH2:36][I:37])([CH2:10][N:11]([S:13](=[O:14])(=[O:15])[c:16]3[cH:17][cH:18][c:19]([CH3:22])[cH:20][cH:21]3)[CH2:12]1)[CH2:23][N:24]([S:26](=[O:27])(=[O:28])[c:29]1[cH:30][cH:31][c:32]([CH3:35])[cH:33][cH:34]1)[CH2:25]2>>[CH2:7]1[C:8]23[C:9]([CH2:10][N:11]([S:13](=[O:14])(=[O:15])[c:16]4[cH:17][cH:18][c:19]([CH3:22])[cH:20][cH:21]4)[CH2:12]2)([CH2:23][N:24]([S:26](=[O:27])(=[O:28])[c:29]2[cH:30][cH:31][c:32]([CH3:35])[cH:33][cH:34]2)[CH2:25]3)[CH2:36]1. Procedure: 36.8 g (77.5 mmol) of crude (S)-1-[5-(BOC-aminomethyl)-1,2,4-oxadiazol-3-yl]-8-chloro-7-fluoro-12,12a-dihydro-9H,11H-azeto[2,1-c]imidazo[1,5-a][1,4]benzodiazepin-9-one and 90 ml of trifluoroacetic acid were stirred at room temperature for 2 hours. The solution was evaporated, the residue was dissolved in water and the aqueous solution was washed three times with methylene chloride. The aqueous phase was made alkaline with conc. ammonia and extracted eight times with methylene chloride (a total o... The reactants are C(=O)(OC(C)(C)C)C(C1=NC(=NO1)C=1N=CN2C1[C@H]1N(C(C3=C2C=CC(=C3Cl)F)=O)CC1)N ((S)-1-[5-(BOC-aminomethyl)-1,2,4-oxadiazol-3-yl]-8-chloro-7-fluoro-12,12a-dihydro-9H,11H-azeto[2,1-c]imidazo[1,5-a][1,4]benzodiazepin-9-one). Reaction SMILES: C([CH:8]([NH2:33])[C:9]1[O:13][N:12]=[C:11]([C:14]2[N:15]=[CH:16][N:17]3[C:23]4[CH:24]=[CH:25][C:26]([F:29])=[C:27]([Cl:28])[C:22]=4[C:21](=[O:30])[N:20]4[CH2:31][CH2:32][C@H:19]4[C:18]=23)[N:10]=1)(OC(C)(C)C)=O>FC(F)(F)C(O)=O>[NH2:33][CH2:8][C:9]1[O:13][N:12]=[C:11]([C:14]2[N:15]=[CH:16][N:17]3[C:23]4[CH:24]=[CH:25][C:26]([F:29])=[C:27]([Cl:28])[C:22]=4[C:21](=[O:30])[N:20]4[CH2:31][CH2:32][C@H:19]4[C:18]=23)[N:10]=1. Solvent: FC(C(=O)O)(F)F (trifluoroacetic acid). The yield is 81.9%. Yields the product NCC1=NC(=NO1)C=1N=CN2C1[C@H]1N(C(C3=C2C=CC(=C3Cl)F)=O)CC1 ((S)-1-(5-aminomethyl-1,2,4-oxadiazol-3-yl)-8-chloro-7-fluoro-12,12a-dihydro-9H,11H-azeto[2,1-c]imidazo[1,5-a][1,4]benzodiazepin-9-one). Starting materials: COc1cccc(CCc2ccccc2OCCC2CCN(C(=O)OC(C)(C)C)CC2)c1, Cl, C1COCCO1. Yields the product Cl, COc1cccc(CCc2ccccc2OCCC2CCNCC2)c1. Reaction SMILES: [C:1]([O:2][C:3](=[O:4])[N:8]1[CH2:9][CH2:10][CH:11]([CH2:14][CH2:15][O:16][c:17]2[c:18]([CH2:23][CH2:24][c:25]3[cH:26][c:27]([O:31][CH3:32])[cH:28][cH:29][cH:30]3)[cH:19][cH:20][cH:21][cH:22]2)[CH2:12][CH2:13]1)([CH3:5])([CH3:6])[CH3:7].[ClH:33].[O:34]1[CH2:35][CH2:36][O:37][CH2:38][CH2:39]1>>[ClH:33].[NH:8]1[CH2:9][CH2:10][CH:11]([CH2:14][CH2:15][O:16][c:17]2[c:18]([CH2:23][CH2:24][c:25]3[cH:26][c:27]([O:31][CH3:32])[cH:28][cH:29][cH:30]3)[cH:19][cH:20][cH:21][cH:22]2)[CH2:12][CH2:13]1.